Dataset: the Open Reaction Database (ORD), a public repository of structured organic reaction records. Task: describe an organic reaction: reactants, conditions, products, and yield Starting materials: C([O-])([O-])=O.[Cs+].[Cs+] (Cesium carbonate), CN1C(N(C(C=2C1=CNC2C=2SC=C(N2)C)=O)C)=O (1,3-dimethyl-5-(4-methylthiazol-2-yl)-1H-pyrrolo[3,4-d]pyrimidine-2,4(3H,6H)-dione), BrCC(CN1C(C2=CC=CC=C2C1=O)=O)O[Si](C)(C)C(C)(C)C (2-(3-bromo-2-((tert-butyldimethylsilyl)oxy)propyl)isoindoline-1,3-dione). Solvent: CN(C(C)=O)C (N,N-dimethylacetamide), O (water). Reaction conditions: temperature 50 celsius. Product: [Si](C)(C)(C(C)(C)C)OC(CN1C=C2N(C(N(C(C2=C1C=1SC=C(N1)C)=O)C)=O)C)CN1C(C2=CC=CC=C2C1=O)=O (6-(2-((tert-Butyldimethylsilyl)oxy)-3-(1,3-dioxoisoindolin-2-yl)propyl)-1,3-dimethyl-5-(4-methylthiazol-2-yl)-1H-pyrrolo[3,4-d]pyrimidine-2,4(3H,6H)-dione). Reaction SMILES: C(=O)([O-])[O-].[Cs+].[Cs+].[CH3:7][N:8]1[C:13]2=[CH:14][NH:15][C:16]([C:17]3[S:18][CH:19]=[C:20]([CH3:22])[N:21]=3)=[C:12]2[C:11](=[O:23])[N:10]([CH3:24])[C:9]1=[O:25].Br[CH2:27][CH:28]([O:41][Si:42]([C:45]([CH3:48])([CH3:47])[CH3:46])([CH3:44])[CH3:43])[CH2:29][N:30]1[C:38](=[O:39])[C:37]2[C:32](=[CH:33][CH:34]=[CH:35][CH:36]=2)[C:31]1=[O:40]>CN(C)C(=O)C.O>[Si:42]([O:41][CH:28]([CH2:29][N:30]1[C:38](=[O:39])[C:37]2[C:32](=[CH:33][CH:34]=[CH:35][CH:36]=2)[C:31]1=[O:40])[CH2:27][N:15]1[C:16]([C:17]2[S:18][CH:19]=[C:20]([CH3:22])[N:21]=2)=[C:12]2[C:13]([N:8]([CH3:7])[C:9](=[O:25])[N:10]([CH3:24])[C:11]2=[O:23])=[CH:14]1)([C:45]([CH3:48])([CH3:46])[CH3:47])([CH3:44])[CH3:43] |f:0.1.2|. Procedure: Cesium carbonate (115 mg, 0.351 mmol) was added to a solution of 1,3-dimethyl-5-(4-methylthiazol-2-yl)-1H-pyrrolo[3,4-d]pyrimidine-2,4(3H,6H)-dione (Intermediate Gc) (53.4 mg, 0.176 mmol) and 2-(3-bromo-2-((tert-butyldimethylsilyl)oxy)propyl)isoindoline-1,3-dione (70 mg, 0.176 mmol) in N,N-dimethylacetamide (1273 μl). The mixture was heated at 50° C. for 18 hours, then cooled to room temperature and diluted with water (30 ml). The mixture was extracted with ethyl acetate (3×30 ml), the combined ... Reactants: C(C1=CC=CC=C1)(=N)N (benzamidine), C(CC(=O)OC)(=O)OC (dimethyl malonate). The solvent is CS(=O)C (dimethyl sulfoxide). Run at time 24 hour. The product is C1(=CC=CC=C1)C1=NC(=CC(=N1)O)O (2-Phenyl-4,6-dihydroxy-pyrimidine). Reaction SMILES: [C:1]([NH2:9])(=[NH:8])[C:2]1[CH:7]=[CH:6][CH:5]=[CH:4][CH:3]=1.[C:10](OC)(=[O:16])[CH2:11][C:12](OC)=[O:13]>CS(C)=O>[C:2]1([C:1]2[N:9]=[C:12]([OH:13])[CH:11]=[C:10]([OH:16])[N:8]=2)[CH:7]=[CH:6][CH:5]=[CH:4][CH:3]=1. Procedure: A mixture of benzamidine (7.42 g) and dimethyl malonate (8.09 g) in dry dimethyl sulfoxide (7 mL) was allowed to stand at room temperature for 24 hours. The precipitated product was collected and washed with water and ether to afford 2-Phenyl-4,6-dihydroxy-pyrimidine as a white solid. The reactants are C=C(CBr)C(=O)O, SCc1ccccc1, CO, [Na+], [OH-]. The product is C=C(CSCc1ccccc1)C(=O)O. Reaction SMILES: [Br:1][CH2:2][C:3]([C:4](=[O:5])[OH:6])=[CH2:7].[CH2:8]([c:9]1[cH:10][cH:11][cH:12][cH:13][cH:14]1)[SH:15].[CH3:18][OH:19].[Na+:17].[OH-:16]>>[CH2:2]([C:3]([C:4](=[O:5])[OH:6])=[CH2:7])[S:15][CH2:8][c:9]1[cH:10][cH:11][cH:12][cH:13][cH:14]1. Reactants: C1(=CC=CC=C1)C(C)(C)C1=CC=2C(C3=CC=CC=C3C(C2C=C1)(O)C1=CC=C(C=C1)C=C(C1=CC=CC=C1)C1=CC=CC=C1)(O)C1=CC=C(C=C1)C=C(C1=CC=CC=C1)C1=CC=CC=C1 (2-(2-Phenyl-2-propyl)-9,10-bis(4-(2,2-diphenylvinyl)phenyl)-9,10-dihydro-9,10-dihydroxyanthracene), [I-].[K+] (potassium iodide), O.[PH2]([O-])=O.[Na+] (sodium phosphinate monohydrate), C(C)(=O)O (acetic acid), resultant solution. Solvent: C1(=CC=CC=C1)C (toluene), O (water). Product: C1(=CC=CC=C1)C(C)(C)C1=CC2=C(C3=CC=CC=C3C(=C2C=C1)C1=CC=C(C=C1)C=C(C1=CC=CC=C1)C1=CC=CC=C1)C1=CC=C(C=C1)C=C(C1=CC=CC=C1)C1=CC=CC=C1 (2-(2-phenyl-2-propyl)-9,10-bis(4-(2,2-diphenylvinyl)-phenyl)anthracene). Reaction SMILES: [C:1]1([C:7]([C:10]2[CH:23]=[CH:22][C:21]3[C:20]([C:25]4[CH:30]=[CH:29][C:28]([CH:31]=[C:32]([C:39]5[CH:44]=[CH:43][CH:42]=[CH:41][CH:40]=5)[C:33]5[CH:38]=[CH:37][CH:36]=[CH:35][CH:34]=5)=[CH:27][CH:26]=4)(O)[C:19]4[C:14](=[CH:15][CH:16]=[CH:17][CH:18]=4)[C:13]([C:46]4[CH:51]=[CH:50][C:49]([CH:52]=[C:53]([C:60]5[CH:65]=[CH:64][CH:63]=[CH:62][CH:61]=5)[C:54]5[CH:59]=[CH:58][CH:57]=[CH:56][CH:55]=5)=[CH:48][CH:47]=4)(O)[C:12]=3[CH:11]=2)([CH3:9])[CH3:8])[CH:6]=[CH:5][CH:4]=[CH:3][CH:2]=1.[I-].[K+].O.[PH2](=O)[O-].[Na+].C(O)(=O)C>O.C1(C)C=CC=CC=1>[C:1]1([C:7]([C:10]2[CH:23]=[CH:22][C:21]3[C:12](=[C:13]([C:46]4[CH:47]=[CH:48][C:49]([CH:52]=[C:53]([C:54]5[CH:59]=[CH:58][CH:57]=[CH:56][CH:55]=5)[C:60]5[CH:61]=[CH:62][CH:63]=[CH:64][CH:65]=5)=[CH:50][CH:51]=4)[C:14]4[C:19]([C:20]=3[C:25]3[CH:30]=[CH:29][C:28]([CH:31]=[C:32]([C:39]5[CH:40]=[CH:41][CH:42]=[CH:43][CH:44]=5)[C:33]5[CH:38]=[CH:37][CH:36]=[CH:35][CH:34]=5)=[CH:27][CH:26]=3)=[CH:18][CH:17]=[CH:16][CH:15]=4)[CH:11]=2)([CH3:9])[CH3:8])[CH:6]=[CH:5][CH:4]=[CH:3][CH:2]=1 |f:1.2,3.4.5|. Procedure: 2-(2-Phenyl-2-propyl)-9,10-bis(4-(2,2-diphenylvinyl)phenyl)-9,10-dihydro-9,10-dihydroxyanthracene (5.7 g, 6.7 mmole), potassium iodide (3.3 g, 20 mmole) and sodium phosphinate monohydrate (1.1 g, 10 mmole) were dissolved into acetic acid (50 ml), and the resultant solution was stirred at 100° C. The reaction mixture was diluted with water (50 ml) and treated by extraction with toluene (300 ml). The organic layer was washed with a saturated aqueous solution of sodium chloride (50 ml) and dried wi... Reactants: ClC1=CC2=C(N=C(N2)CC(CC(=O)OCC)C2=CC=C(C=C2)Cl)C=C1Cl (ethyl 4-(5,6-dichloro-2-benzimidazolyl)-3-(4-chlorophenyl)butanoate), Cl (HCl). Run in C(C)(=O)O (acetic acid). Product: ClC1=CC2=C(N=C(N2)CC(CC(=O)O)C2=CC=C(C=C2)Cl)C=C1Cl.Cl (4-(5,6-dichloro-2-benzimidazolyl)-3-(4-chlorophenyl)butanoic acid•HCl). RXN SMILES: [Cl:1][C:2]1[C:25]([Cl:26])=[CH:24][C:5]2[N:6]=[C:7]([CH2:9][CH:10]([C:17]3[CH:22]=[CH:21][C:20]([Cl:23])=[CH:19][CH:18]=3)[CH2:11][C:12]([O:14]CC)=[O:13])[NH:8][C:4]=2[CH:3]=1.[ClH:27]>C(O)(=O)C>[Cl:26][C:25]1[C:2]([Cl:1])=[CH:3][C:4]2[N:8]=[C:7]([CH2:9][CH:10]([C:17]3[CH:22]=[CH:21][C:20]([Cl:23])=[CH:19][CH:18]=3)[CH2:11][C:12]([OH:14])=[O:13])[NH:6][C:5]=2[CH:24]=1.[ClH:27] |f:3.4|. Procedure details: The solution of ethyl 4-(5,6-dichloro-2-benzimidazolyl)-3-(4-chlorophenyl)butanoate (0.31 g) in a mixture of acetic acid (2 ml) and conc. HCl (0.5 ml) was heated to reflux for 1 h. Then all volatiles are removed at the water aspirator. The residue is dried by distillation with toluene (50 ml) and triturated with boiling acetone (5 ml). The precipitate is collected by filtration, washed with acetone and dried in vacuo to yield 4-(5,6-dichloro-2-benzimidazolyl)-3-(4-chlorophenyl)butanoic acid•HCl ... Starting materials: CC=1OC=2C(=NC=3C=CC=CC3C2)N1 (2-methyloxazolo[4,5-b]quinoline), S(=O)(=O)(OC)C1=CC=C(C)C=C1 (methyl tosylate). Yields the product S(=O)(=O)([O-])C1=CC=C(C)C=C1.CC1OC=2C(N(C=3C=CC=CC3C2)C)=[NH+]1 (2,4-dimethyloxazolo[4,5-b]quinolinium tosylate). Reaction SMILES: [CH3:1][C:2]1[O:3][C:4]2[C:5]([N:14]=1)=[N:6][C:7]1[CH:8]=[CH:9][CH:10]=[CH:11][C:12]=1[CH:13]=2.[S:15]([C:20]1[CH:26]=[CH:25][C:23]([CH3:24])=[CH:22][CH:21]=1)([O:18][CH3:19])(=[O:17])=[O:16]>>[S:15]([C:20]1[CH:26]=[CH:25][C:23]([CH3:24])=[CH:22][CH:21]=1)([O-:18])(=[O:17])=[O:16].[CH3:1][CH:2]1[NH+:14]=[C:5]2[N:6]([CH3:19])[C:7]3[CH:8]=[CH:9][CH:10]=[CH:11][C:12]=3[CH:13]=[C:4]2[O:3]1 |f:2.3|. Reported procedure: A mixture of 0.6 g of 2-amino-3-hydroxyquinoline, 3.8 mL of trimethylorthoacetate and 0.1 g of p-toluenesulfonic acid is heated at 60° C. for 7 hours. The reaction mixture is then diluted with ethyl acetate, washed with sodium bicarbonate, and purified by column chromatography on silica gel to yield 0.28 g of 2-methyloxazolo[4,5-b]quinoline. The quinoline is heated with one equivalent of methyl tosylate at 70° C. for one hour to generate the product. Reactants: IC1=CN(C2=CC=C(C=C12)C=1SC(=NN1)S(=O)(=O)C)C(=O)OC(C)(C)C (tert-butyl 3-iodo-5-(5-(methylsulfonyl)-1,3,4-thiadiazol-2-yl)-1H-indole-1-carboxylate), CN1CCN(CC1)C1=NC(=CC=C1)[Sn](CCCC)(CCCC)CCCC (1-methyl-4-(6-(tributylstannyl)pyridin-2-yl)piperazine). Reagents/catalysts: [Cu]I (CuI), C=1C=CC(=CC1)[P](C=2C=CC=CC2)(C=3C=CC=CC3)[Pd]([P](C=4C=CC=CC4)(C=5C=CC=CC5)C=6C=CC=CC6)([P](C=7C=CC=CC7)(C=8C=CC=CC8)C=9C=CC=CC9)[P](C=1C=CC=CC1)(C=1C=CC=CC1)C=1C=CC=CC1 (Pd(PPh3)4). Reaction conditions: time 2 hour. The product is CN1CCN(CC1)C1=CC=CC(=N1)C1=CN(C2=CC=C(C=C12)C=1SC(=NN1)S(=O)(=O)C)C(=O)OC(C)(C)C (tert-butyl 3-(6-(4-methylpiperazin-1-yl)pyridin-2-yl)-5-(5-(methylsulfonyl)-1,3,4-thiadiazol-2-yl)-1H-indole-1-carboxylate). Isolated yield 62.9%. Reaction SMILES: I[C:2]1[C:10]2[C:5](=[CH:6][CH:7]=[C:8]([C:11]3[S:12][C:13]([S:16]([CH3:19])(=[O:18])=[O:17])=[N:14][N:15]=3)[CH:9]=2)[N:4]([C:20]([O:22][C:23]([CH3:26])([CH3:25])[CH3:24])=[O:21])[CH:3]=1.[CH3:27][N:28]1[CH2:33][CH2:32][N:31]([C:34]2[CH:39]=[CH:38][CH:37]=[C:36]([Sn](CCCC)(CCCC)CCCC)[N:35]=2)[CH2:30][CH2:29]1>[Cu]I.C1C=CC([P]([Pd]([P](C2C=CC=CC=2)(C2C=CC=CC=2)C2C=CC=CC=2)([P](C2C=CC=CC=2)(C2C=CC=CC=2)C2C=CC=CC=2)[P](C2C=CC=CC=2)(C2C=CC=CC=2)C2C=CC=CC=2)(C2C=CC=CC=2)C2C=CC=CC=2)=CC=1>[CH3:27][N:28]1[CH2:29][CH2:30][N:31]([C:34]2[N:35]=[C:36]([C:2]3[C:10]4[C:5](=[CH:6][CH:7]=[C:8]([C:11]5[S:12][C:13]([S:16]([CH3:19])(=[O:18])=[O:17])=[N:14][N:15]=5)[CH:9]=4)[N:4]([C:20]([O:22][C:23]([CH3:24])([CH3:26])[CH3:25])=[O:21])[CH:3]=3)[CH:37]=[CH:38][CH:39]=2)[CH2:32][CH2:33]1 |^1:58,60,79,98|. Procedure: A solution of tert-butyl 3-iodo-5-(5-(methylsulfonyl)-1,3,4-thiadiazol-2-yl)-1H-indole-1-carboxylate (650 mg, 1.146 mmol) and 1-methyl-4-(6-(tributylstannyl)pyridin-2-yl)piperazine (596 mg, 1.146 mmol) DMF (10 mL) was purged the Argon gas for 5 min. To the solution was added CuI (327.5 mg, 1.71 mmol), Pd(PPh3)4 (159 mg, 0.137 mmol) and again the mixture was purged the Argon gas for 5 min. The mixture was stirred at RT for 2 h, then at 90° C. for 1 h. The mixture was poured into H2O and was extra...